This data is from the Open Reaction Database (ORD), a public repository of structured organic reaction records. The task is: describe an organic reaction: reactants, conditions, products, and yield The reactants are [H-].[Na+] (sodium hydride), ClC=1C=C2CCC(C2=CC1)=O (5-chloroindanone), COC(OC)=O (dimethylcarbonate), [H][H] (hydrogen). The solvent is C(OC)COC (dimethoxyethane), C(OC)COC (dimethoxyethane). Run at temperature 60 celsius. Product: C(=O)(OC)C1C(C2=CC=C(C=C2C1)Cl)=O (2-carbomethoxy-5-chloroindanone). Isolated yield 44.5%. As a reaction SMILES: [H-].[Na+].[Cl:3][C:4]1[CH:5]=[C:6]2[C:10](=[CH:11][CH:12]=1)[C:9](=[O:13])[CH2:8][CH2:7]2.[H][H].[CH3:16][O:17][C:18](=O)[O:19]C>C(COC)OC>[C:18]([CH:8]1[CH2:7][C:6]2[C:10](=[CH:11][CH:12]=[C:4]([Cl:3])[CH:5]=2)[C:9]1=[O:13])([O:17][CH3:16])=[O:19] |f:0.1|. Procedure: To a mixture of sodium hydride (2.4 g, 60% in mineral oil, 0.06 mole) and 50 ml dry dimethoxyethane, 5-chloroindanone (50 g, 0.03 mole) in 50 ml dimethoxyethane was added dropwise at room temperature. The mixture was stirred at room temperature until hydrogen evolution ceased. Then dimethylcarbonate (27 g, 0.3 mole) was added dropwise at room temperature and the reaction was heated to 60° C. for one hour. The reaction was cooled to room temperature, quenched with 100 ml H2O, acidified to pH 5 wi... Reactants: [Br-].C[P+](C1=CC=CC=C1)(C1=CC=CC=C1)C1=CC=CC=C1.[NH2-].[Na+] (methyltriphenylphosphonium bromide sodium amide), C1CCOC1 (THF), COC1=C(C=C(C(=O)OC)C=C1)OC(C(CC)=O)C (methyl 4-methoxy-3-(1-methyl-2-oxobutoxy)benzoate). The solvent is C1(=CC=CC=C1)C (toluene). Run at time 30 minute. The product is C(C)C1(OC=2C(C1)=C(C=CC2OC)C(=O)OC)CC (Methyl 2,2-diethyl-2,3-dihydro-7-methoxybenzofuran-4-carboxylate). As a reaction SMILES: [Br-].C[P+](C1C=CC=CC=1)(C1C=CC=CC=1)[C:4]1C=CC=C[CH:5]=1.[NH2-].[Na+].C1COCC1.[CH3:29][O:30][C:31]1[CH:40]=[CH:39][C:34]([C:35]([O:37][CH3:38])=[O:36])=[CH:33][C:32]=1[O:41][CH:42]([CH3:47])[C:43](=O)[CH2:44]C>C1(C)C=CC=CC=1>[CH2:4]([C:42]1([CH2:43][CH3:44])[CH2:47][C:33]2=[C:34]([C:35]([O:37][CH3:38])=[O:36])[CH:39]=[CH:40][C:31]([O:30][CH3:29])=[C:32]2[O:41]1)[CH3:5] |f:0.1.2.3|. Reported procedure: 10 of methyltriphenylphosphonium bromide-sodium amide mixture (FLUKA 69500) are added to 100 ml of abs. THF at about 10° C. under protective gas (nitrogen), and the mixture is warmed to RT and stirred for about 30 min. A solution of 5.3 g of methyl 4-methoxy-3-(1-methyl-2-oxobutoxy)benzoate is then added dropwise. The mixture is stirred at RT for 1 h, then poured onto water and extracted 3 times with about 50 ml of ethyl acetate. The combined extracts are dried over sodium sulfate and concentrat... Starting materials: O (water), ClCCC=1C=C2CC(NC2=CC1)=O (5-(2-chloroethyl)-2-oxindole), N1CCOCC1 (morpholine), C(C)(C)N(CC)C(C)C (diisopropylethylamine). Run in CS(=O)C (dimethylsulfoxide). The product is N1(CCOCC1)CCC=1C=C2CC(NC2=CC1)=O (5-(2-morpholin-4-yl-ethyl)-2-oxindole). The yield is 31.0%. As a reaction SMILES: Cl[CH2:2][CH2:3][C:4]1[CH:5]=[C:6]2[C:10](=[CH:11][CH:12]=1)[NH:9][C:8](=[O:13])[CH2:7]2.[NH:14]1[CH2:19][CH2:18][O:17][CH2:16][CH2:15]1.C(N(C(C)C)CC)(C)C.O>CS(C)=O>[N:14]1([CH2:2][CH2:3][C:4]2[CH:5]=[C:6]3[C:10](=[CH:11][CH:12]=2)[NH:9][C:8](=[O:13])[CH2:7]3)[CH2:19][CH2:18][O:17][CH2:16][CH2:15]1. Reported procedure: A solution of 5-(2-chloroethyl)-2-oxindole (2.3 g), morpholine (1.2 ml) and diisopropylethylamine (1.2 ml) in dimethylsulfoxide (10 ml) was heated overnight at 100° C. The mixture was cooled, poured into water and extracted with ethyl acetate. The organic layer was washed with brine, dried and evaporated. The residue was chromatographed (silica gel, 5% methanol in chloroform) to give 0.9 g (31%) of 5-(2-morpholin-4-yl-ethyl)-2-oxindole as a white solid. Reactants: [Br-], O=S(=O)(Oc1ccc(C2CCC(CCC3OCCO3)CC2)cc1)C(F)(F)F, [K+], [K+], [K+], [K+], C1COCCO1, OCCCCCCOc1ccc(B(O)O)cc1, O=P([O-])([O-])[O-], [Pd], c1ccc(P(c2ccccc2)c2ccccc2)cc1, c1ccc(P(c2ccccc2)c2ccccc2)cc1, c1ccc(P(c2ccccc2)c2ccccc2)cc1, c1ccc(P(c2ccccc2)c2ccccc2)cc1. The product is OCCCCCCOc1ccc(-c2ccc(C3CCC(CCC4OCCO4)CC3)cc2)cc1. As a reaction SMILES: [Br-:54].[F:18][C:19]([F:20])([F:21])[S:22]([O:23][c:24]1[cH:25][cH:26][c:27]([CH:30]2[CH2:31][CH2:32][CH:33]([CH2:36][CH2:37][CH:38]3[O:39][CH2:40][CH2:41][O:42]3)[CH2:34][CH2:35]2)[cH:28][cH:29]1)(=[O:43])=[O:44].[K+:50].[K+:51].[K+:52].[K+:53].[O:55]1[CH2:56][CH2:57][O:58][CH2:59][CH2:60]1.[OH:1][B:2]([c:3]1[cH:4][cH:5][c:6]([O:9][CH2:10][CH2:11][CH2:12][CH2:13][CH2:14][CH2:15][OH:16])[cH:7][cH:8]1)[OH:17].[P:45]([O-:46])([O-:47])([O-:48])=[O:49].[Pd:61].[c:100]1([P:101]([c:102]2[cH:103][cH:104][cH:105][cH:106][cH:107]2)[c:108]2[cH:109][cH:110][cH:111][cH:112][cH:113]2)[cH:114][cH:115][cH:116][cH:117][cH:118]1.[c:119]1([P:120]([c:121]2[cH:122][cH:123][cH:124][cH:125][cH:126]2)[c:127]2[cH:128][cH:129][cH:130][cH:131][cH:132]2)[cH:133][cH:134][cH:135][cH:136][cH:137]1.[c:62]1([P:63]([c:64]2[cH:65][cH:66][cH:67][cH:68][cH:69]2)[c:70]2[cH:71][cH:72][cH:73][cH:74][cH:75]2)[cH:76][cH:77][cH:78][cH:79][cH:80]1.[c:81]1([P:82]([c:83]2[cH:84][cH:85][cH:86][cH:87][cH:88]2)[c:89]2[cH:90][cH:91][cH:92][cH:93][cH:94]2)[cH:95][cH:96][cH:97][cH:98][cH:99]1>>[c:3]1(-[c:24]2[cH:25][cH:26][c:27]([CH:30]3[CH2:31][CH2:32][CH:33]([CH2:36][CH2:37][CH:38]4[O:39][CH2:40][CH2:41][O:42]4)[CH2:34][CH2:35]3)[cH:28][cH:29]2)[cH:4][cH:5][c:6]([O:9][CH2:10][CH2:11][CH2:12][CH2:13][CH2:14][CH2:15][OH:16])[cH:7][cH:8]1.